From a dataset of the Open Reaction Database (ORD), a public repository of structured organic reaction records. describe an organic reaction: reactants, conditions, products, and yield Reactants: C(C)(C)(C)C=1OC2=C(N1)C=C(C(=C2)[N+](=O)[O-])Cl (2-tert-butyl-5-chloro-6-nitrobenzoxazole), [Cl-].[NH4+] (ammonium chloride). The reagents and catalysts are [Zn] (zinc). Run in C(C)O (ethanol), O (water). Conditions: time 1 hour. The product is C(C)(C)(C)C=1OC2=C(N1)C=C(C(=C2)NO)Cl (2-tert-butyl-5-chloro-6-(hydroxylamino)benzoxazole). Isolated yield 80.9%. As a reaction SMILES: [C:1]([C:5]1[O:6][C:7]2[CH:13]=[C:12]([N+:14]([O-])=[O:15])[C:11]([Cl:17])=[CH:10][C:8]=2[N:9]=1)([CH3:4])([CH3:3])[CH3:2].[Cl-].[NH4+]>C(O)C.O.[Zn]>[C:1]([C:5]1[O:6][C:7]2[CH:13]=[C:12]([NH:14][OH:15])[C:11]([Cl:17])=[CH:10][C:8]=2[N:9]=1)([CH3:4])([CH3:2])[CH3:3] |f:1.2|. Procedure: 200 g of 2-tert-butyl-5-chloro-6-nitrobenzoxazole was dispersed in a mixture of 600 ml of ethanol and 300 ml of water and to the mixture was added 42 g of ammonium chloride and then was gradually added zinc powder. The temperature rose to 70° C. due to generation of heat. The mixture was stirred for one hour and then, the inorganic substances were removed by filtration. To the filtrate was added 1.8 liters of water, and the crystals thusdeposited were collected by filtration. The crystals were d...